From a dataset of the Open Reaction Database (ORD), a public repository of structured organic reaction records. describe an organic reaction: reactants, conditions, products, and yield As a reaction SMILES: [N+:1]([C:4]1[CH:9]=[CH:8][C:7]([CH2:10][O:11][C:12](=[O:41])[C:13](=O)[CH:14](Br)[CH:15]([CH3:38])[CH:16]2[CH:19]([CH:20]([O:22][Si](C(C)(C)C)(C)C)[CH3:21])[C:18](=[O:30])[N:17]2[Si](C(C)(C)C)(C)C)=[CH:6][CH:5]=1)([O-:3])=[O:2].[SH:42][CH:43]1[CH2:47][O:46][CH:45]([CH2:48][OH:49])[CH2:44]1.O1CCCC1>C(N(CC)CC)C>[N+:1]([C:4]1[CH:5]=[CH:6][C:7]([CH2:10][O:11][C:12]([C:13]2[N:17]3[CH:16]([CH:15]([CH3:38])[C:14]=2[S:42][CH:43]2[CH2:44][CH:45]([CH2:48][OH:49])[O:46][CH2:47]2)[CH:19]([CH:20]([OH:22])[CH3:21])[C:18]3=[O:30])=[O:41])=[CH:8][CH:9]=1)([O-:3])=[O:2]. Procedure: The title compound is prepared by the procedure of Example 104 using 0.166 g of product from Example 103, 0.0396 g of product from Example 77, 2.3 ml of dry tetrahydrofuran and 0.0413 ml of triethylamine to obtain the crude β-lactam. The subsequent cyclization uses the above product, 1.48 ml of 1M solution in methylene chloride of titanium tetrachloride and 1.6 ml of dry tetrahydrofuran to give 0.053 g of the desired product as a white solid. The reactants are [N+](=O)([O-])C1=CC=C(C=C1)COC(C(C(C(C1N(C(C1C(C)O[Si](C)(C)C(C)(C)C)=O)[Si](C)(C)C(C)(C)C)C)Br)=O)=O (β-Bromo-1-[(1,1-Dimethylethyl)dimethylsilyl]-3-[1-[[(1,1-dimethylethyl)dimethylsilyl]oxy]ethyl]gamma-methyl-α,4-dioxo-2-azetidinebutanoic acid (4-nitrophenyl)methyl ester), SC1CC(OC1)CO (Tetrahydro-4-mercapto-2-furanmethanol), O1CCCC1 (tetrahydrofuran). Run in C(C)N(CC)CC (triethylamine). The product is [N+](=O)([O-])C1=CC=C(C=C1)COC(=O)C=1N2C(C(C2C(C1SC1COC(C1)CO)C)C(C)O)=O (6-(1-Hydroxyethyl)-4-methyl-7-oxo-3-[[tetrahydro-5-(hydroxymethyl)-3-furanyl]thio]-1-azabicyclo[3.2.0]-hept-2-ene-2-carboxylic acid (4-nitrophenyl)methyl ester). The reactants are ClC1=CC=C(C=C1)C1=C(C(C2=CC(=CC=C12)OCCN1CCN(CC1)S(=O)(=O)C)=O)C=1C=NC=NC1 (3-(4-chlorophenyl)-6-(2-(4-(methylsulfonyl)piperazin-1-yl)ethoxy)-2-(pyrimidin-5-yl)-1H-inden-1-one), O1CCN(CC1)CCOC1=CC=C2C(=C(C(C2=C1)=O)C=1C=NC=CC1)C1=CC=CC=C1 (6-(2-morpholinoethoxy)-3-phenyl-2-(pyridin-3-yl)-1H-inden-1-one). The product is Cl.ClC1=CC=C(C=C1)C1=C(C(C2=CC(=CC=C12)OCCN1CCN(CC1)S(=O)(=O)C)=O)C=1C=NC=NC1 (3-(4-Chlorophenyl)-6-(2-(4-(methylsulfonyl)piperazin-1-yl)ethoxy)-2-(pyrimidin-5-yl)-1H-inden-1-one hydrochloride salt). Reaction SMILES: [Cl:1][C:2]1[CH:7]=[CH:6][C:5]([C:8]2[C:16]3[C:11](=[CH:12][C:13]([O:17][CH2:18][CH2:19][N:20]4[CH2:25][CH2:24][N:23]([S:26]([CH3:29])(=[O:28])=[O:27])[CH2:22][CH2:21]4)=[CH:14][CH:15]=3)[C:10](=[O:30])[C:9]=2[C:31]2[CH:32]=[N:33][CH:34]=[N:35][CH:36]=2)=[CH:4][CH:3]=1.O1CCN(CCOC2C=C3C(C(C4C=CC=CC=4)=C(C4C=NC=CC=4)C3=O)=CC=2)CC1>>[ClH:1].[Cl:1][C:2]1[CH:7]=[CH:6][C:5]([C:8]2[C:16]3[C:11](=[CH:12][C:13]([O:17][CH2:18][CH2:19][N:20]4[CH2:21][CH2:22][N:23]([S:26]([CH3:29])(=[O:28])=[O:27])[CH2:24][CH2:25]4)=[CH:14][CH:15]=3)[C:10](=[O:30])[C:9]=2[C:31]2[CH:36]=[N:35][CH:34]=[N:33][CH:32]=2)=[CH:4][CH:3]=1 |f:2.3|. Procedure details: The procedure of Step 8 of Example 1 was repeated except for using 3-(4-chlorophenyl)-6-(2-(4-(methylsulfonyl)piperazin-1-yl)ethoxy)-2-(pyrimidin-5-yl)-1H-inden-1-one obtained in Step 2 as a starting material instead of 6-(2-morpholinoethoxy)-3-phenyl-2-(pyridin-3-yl)-1H-inden-1-one to give the title compound in quantitative yield. Run in O (water), CCOCC (ether). Starting materials: NC1=CC=C(C(=O)OCC)C=C1 (Ethyl 4-aminobenzoate), Cl (hydrochloric acid), diazo, C(=O)(O)C1=CC=C(OCC2=CC=CC=C2)C=C1 (4-Carboxyphenoxy phenyl methane), N(=O)[O-].[Na+] (sodium nitrite). RXN SMILES: N[C:2]1[CH:12]=[CH:11][C:5]([C:6]([O:8][CH2:9][CH3:10])=[O:7])=[CH:4][CH:3]=1.Cl.N([O-])=O.[Na+].[C:18]([C:21]1[CH:34]=[CH:33][C:24](OCC2C=CC=CC=2)=[CH:23][CH:22]=1)(O)=[O:19]>CCOCC.O>[CH2:9]([O:8][C:6]([C:5]1[CH:11]=[CH:12][C:2]([O:19][CH2:18][C:21]2[CH:34]=[CH:33][CH:24]=[CH:23][CH:22]=2)=[CH:3][CH:4]=1)=[O:7])[CH3:10] |f:2.3|. Procedure details: Ethyl 4-aminobenzoate (8.25g) in a mixture of conc. hydrochloric acid (12.5ml) and water (12.5ml.) at 0° C was diazotised by the addition of sodium nitrite (3.45g). The solution of the diazo compound was added to benzyl alcohol (20g) at 35° C with stirring then stirred at this temperature for 3hr. The reaction mixture was cooled and 4-ethoxycarbonylphenoxy phenyl methane isolated by extraction with ether, m.p. 45° C. Product: C(C)OC(=O)C1=CC=C(OCC2=CC=CC=C2)C=C1 (4-ethoxycarbonylphenoxy phenyl methane). Starting materials: [Br-], CC(C)CC(=O)[O-], COC(=O)CC(C)=O, Cc1ccccc1SCCC=O, CCCC[N+](CCCC)(CCCC)CCCC, Cc1ccccc1, Cl, [Na+], [Na+], [OH-], O. Product: CC(=O)CC(O)CCSc1ccccc1C. RXN SMILES: [Br-:33].[C:12]([O-:13])(=[O:14])[CH2:15][CH:16]([CH3:17])[CH3:18].[C:1]([CH2:2][C:3](=[O:4])[CH3:5])([O:6][CH3:7])=[O:8].[CH3:20][c:21]1[c:22]([S:27][CH2:28][CH2:29][CH:30]=[O:31])[cH:23][cH:24][cH:25][cH:26]1.[CH3:34][CH2:35][CH2:36][CH2:37][N+:38]([CH2:39][CH2:40][CH2:41][CH3:42])([CH2:43][CH2:44][CH2:45][CH3:46])[CH2:47][CH2:48][CH2:49][CH3:50].[CH3:51][c:52]1[cH:53][cH:54][cH:55][cH:56][cH:57]1.[ClH:11].[Na+:10].[Na+:19].[OH-:9].[OH2:32]>>[CH2:2]([C:3](=[O:4])[CH3:5])[CH:30]([CH2:29][CH2:28][S:27][c:22]1[c:21]([CH3:20])[cH:26][cH:25][cH:24][cH:23]1)[OH:31]. Reactants: CC(=O)O, CCOP(=O)(CN)CC(CC(C)C)C(=O)NC(CC(C)C)C(=O)NC, CC(C)CC1CC(=O)OC1=O. The product is CCOP(=O)(CC(CC(C)C)C(=O)NC(CC(C)C)C(=O)NC)CN1C(=O)CC(CC(C)C)C1=O. As a reaction SMILES: [C:12]([OH:13])(=[O:14])[CH3:15].[CH2:16]([CH3:17])[O:18][P:19](=[O:20])([CH2:21][CH:22]([CH2:23][CH:24]([CH3:25])[CH3:26])[C:27]([NH:28][CH:29]([CH2:30][CH:31]([CH3:32])[CH3:33])[C:34]([NH:35][CH3:36])=[O:37])=[O:38])[CH2:39][NH2:40].[CH2:1]([CH:2]([CH3:3])[CH3:4])[CH:5]1[C:6](=[O:7])[O:8][C:9](=[O:11])[CH2:10]1>>[CH2:1]([CH:2]([CH3:3])[CH3:4])[CH:5]1[C:6](=[O:8])[N:40]([CH2:39][P:19]([O:18][CH2:16][CH3:17])(=[O:20])[CH2:21][CH:22]([CH2:23][CH:24]([CH3:25])[CH3:26])[C:27]([NH:28][CH:29]([CH2:30][CH:31]([CH3:32])[CH3:33])[C:34]([NH:35][CH3:36])=[O:37])=[O:38])[C:9](=[O:11])[CH2:10]1. The reactants are BrCCCOC1=CC=CC=2N(C(=NC21)COC2=CC=C(C=C2)Cl)CCCC2CCN(CC2)C(=O)OC(C)(C)C (4-[3-bromopropoxy]-2-[(4-chlorophenoxy)methyl]-1-[3-[1-(t-butoxycarbonyl)piperidin-4-yl]propyl]benzimidazole), C([O-])([O-])=O.[K+].[K+] (potassium carbonate), CC1CNCCC1 ((RS) 3-(methyl)piperidine). Run in CN(C=O)C (N,N-dimethylformamide). Conditions: temperature 80 celsius, time 6 hour. Yields the product CC1CN(CCC1)CCCOC1=CC=CC=2N(C(=NC21)COC2=CC=C(C=C2)Cl)CCCC2CCN(CC2)C(=O)OC(C)(C)C ((RS) 4-[3-[3-(methyl)piperidin-1-yl]propoxy]-2-[(4-chlorophenoxy)methyl]-1-[3-[1-(t-butoxycarbonyl)piperidin-4-yl]propyl]benzimidazole). Reaction SMILES: Br[CH2:2][CH2:3][CH2:4][O:5][C:6]1[C:14]2[N:13]=[C:12]([CH2:15][O:16][C:17]3[CH:22]=[CH:21][C:20]([Cl:23])=[CH:19][CH:18]=3)[N:11]([CH2:24][CH2:25][CH2:26][CH:27]3[CH2:32][CH2:31][N:30]([C:33]([O:35][C:36]([CH3:39])([CH3:38])[CH3:37])=[O:34])[CH2:29][CH2:28]3)[C:10]=2[CH:9]=[CH:8][CH:7]=1.C(=O)([O-])[O-].[K+].[K+].[CH3:46][CH:47]1[CH2:52][CH2:51][CH2:50][NH:49][CH2:48]1>CN(C)C=O>[CH3:46][CH:47]1[CH2:52][CH2:51][CH2:50][N:49]([CH2:2][CH2:3][CH2:4][O:5][C:6]2[C:14]3[N:13]=[C:12]([CH2:15][O:16][C:17]4[CH:22]=[CH:21][C:20]([Cl:23])=[CH:19][CH:18]=4)[N:11]([CH2:24][CH2:25][CH2:26][CH:27]4[CH2:32][CH2:31][N:30]([C:33]([O:35][C:36]([CH3:39])([CH3:38])[CH3:37])=[O:34])[CH2:29][CH2:28]4)[C:10]=3[CH:9]=[CH:8][CH:7]=2)[CH2:48]1 |f:1.2.3|. Procedure: A solution of 4-[3-bromopropoxy]-2-[(4-chlorophenoxy)methyl]-1-[3-[1-(t-butoxycarbonyl)piperidin-4-yl]propyl]benzimidazole (77 mg, 0.124 mmol, 1 eq) in anhydrous N,N-dimethylformamide (2 ml) was treated with potassium carbonate (51.3 mg, 0.37 mmol, 2 eq) and (RS) 3-(methyl)piperidine (0.19 mmol, 1.5 eq). The resulting mixture was stirred at 80° C. for six hours. The reaction was quenched by the addition of water (10 ml). The aqueous fraction was extracted with ethyl acetate (3×10 ml). The organi... Reactants: C(CCCCCCCCCCC)(=O)O (Lauric acid), [O-2].[Mg+2] (magnesium oxide). Solvent: CCCCCC (n-hexane), CCCCCC (n-hexane). Yields the product CCCCCCCCCCCC(CCCCCCCCCCC)=O (12-tricosanone), crystal. The yield is 77.8%. RXN SMILES: [C:1]([OH:14])(=O)[CH2:2][CH2:3][CH2:4][CH2:5][CH2:6][CH2:7][CH2:8][CH2:9][CH2:10][CH2:11][CH3:12].[O-2].[Mg+2]>CCCCCC>[CH3:11][CH2:10][CH2:9][CH2:8][CH2:7][CH2:6][CH2:5][CH2:4][CH2:3][CH2:2][CH2:1][C:1](=[O:14])[CH2:2][CH2:3][CH2:4][CH2:5][CH2:6][CH2:7][CH2:8][CH2:9][CH2:10][CH2:11][CH3:12] |f:1.2|. Procedure: Lauric acid (50 g, 0.25 mol) and magnesium oxide (12.6 g, 0.3125 mol) were charged in a 500 ml round bottom flask equipped with an air condenser having a length of 50 cm, and then the mixture was heated at 300° to 320° C. for 8 hours using a heating mantle. After the completion of the reaction, the reaction solution was cooled. Then, 250-300 ml of n-hexane was added and the reaction solution was sufficiently dissolved in n-hexane with heating. The resulting solution was filtered in a hot state a...